Dataset: the Open Reaction Database (ORD), a public repository of structured organic reaction records. Task: describe an organic reaction: reactants, conditions, products, and yield Reactants: OC1=CC(=CC2=CC(=CC=C12)NC(=O)NC1=CC2=CC(=CC(=C2C=C1)O)S(=O)(=O)NC1=CC(=CC=C1)S(=O)(=O)OC1=CC=C(C=C1)C)S(=O)(=O)O (4-hydroxy-7-[({5-hydroxy-7-[({3-[(4-methylphenyl)oxysulfonyl]phenyl}amino)sulfonyl](2-naphthyl)}amino)carbonylamino]naphthalene-2-sulfonic acid), [Na+].[Na+].S(=O)(=O)(O)C=1C=C(C=CC1)NS(=O)(=O)C1=CC=C2C=CC(=CC2=C1)NC(=O)NC1=CC=C2C=CC(=CC2=C1)S(=O)(=O)[O-].S(=O)(=O)(O)C=1C=C(C=CC1)NS(=O)(=O)C1=CC=C2C=CC(=CC2=C1)NC(=O)NC1=CC=C2C=CC(=CC2=C1)S(=O)(=O)[O-] (7-{[(7-{[(3-sulfophenyl)amino]sulfonyl}-2-naphthyl)amino]carbonylamino}naphthalene-2-sulfonic acid disodium salt). Product: OC1=CC(=CC2=CC(=CC=C12)NC(=O)NC1=CC2=CC(=CC(=C2C=C1)O)S(=O)(=O)NC1=CC(=CC=C1)S(=O)(=O)O)S(=O)(=O)O (4-hydroxy-7-{[(5-hydroxy-7-{[(3-sulfophenyl)amino]sulfonyl}(2-naphthyl))amino]carbonylamino}naphthalene-2-sulfonic acid). As a reaction SMILES: [OH:1][C:2]1[C:11]2[C:6](=[CH:7][C:8]([NH:12][C:13]([NH:15][C:16]3[CH:25]=[CH:24][C:23]4[C:18](=[CH:19][C:20]([S:27]([NH:30][C:31]5[CH:36]=[CH:35][CH:34]=[C:33]([S:37]([O:40]C6C=CC(C)=CC=6)(=[O:39])=[O:38])[CH:32]=5)(=[O:29])=[O:28])=[CH:21][C:22]=4[OH:26])[CH:17]=3)=[O:14])=[CH:9][CH:10]=2)[CH:5]=[C:4]([S:48]([OH:51])(=[O:50])=[O:49])[CH:3]=1.[Na+].[Na+].S(C1C=C(NS(C2C=C3C(C=CC(NC(NC4C=C5C(C=CC(S([O-])(=O)=O)=C5)=CC=4)=O)=C3)=CC=2)(=O)=O)C=CC=1)(O)(=O)=O.S(C1C=C(NS(C2C=C3C(C=CC(NC(NC4C=C5C(C=CC(S([O-])(=O)=O)=C5)=CC=4)=O)=C3)=CC=2)(=O)=O)C=CC=1)(O)(=O)=O>>[OH:1][C:2]1[C:11]2[C:6](=[CH:7][C:8]([NH:12][C:13]([NH:15][C:16]3[CH:25]=[CH:24][C:23]4[C:18](=[CH:19][C:20]([S:27]([NH:30][C:31]5[CH:36]=[CH:35][CH:34]=[C:33]([S:37]([OH:40])(=[O:38])=[O:39])[CH:32]=5)(=[O:29])=[O:28])=[CH:21][C:22]=4[OH:26])[CH:17]=3)=[O:14])=[CH:9][CH:10]=2)[CH:5]=[C:4]([S:48]([OH:51])(=[O:50])=[O:49])[CH:3]=1 |f:1.2.3.4|. Procedure details: This compound was prepared from compound 10 according to the procedure described for the synthesis of compound 12. Starting materials: O=C([O-])[O-], CC(C)(C)C(=O)OCn1c(=O)[nH]c(=O)c2c1ncn2Cc1ccccc1, CN(C)C=O, CCOC(C)=O, CI, [K+], [K+]. The product is Cn1c(=O)c2c(ncn2Cc2ccccc2)n(COC(=O)C(C)(C)C)c1=O. Reaction SMILES: [C:27](=[O:28])([O-:29])[O-:30].[CH2:1]([c:2]1[cH:3][cH:4][cH:5][cH:6][cH:7]1)[n:8]1[cH:9][n:10][c:11]2[n:12]([CH2:19][O:20][C:21]([C:22]([CH3:23])([CH3:24])[CH3:25])=[O:26])[c:13](=[O:18])[nH:14][c:15](=[O:17])[c:16]12.[CH3:35][N:36]([CH3:37])[CH:38]=[O:39].[CH3:40][CH2:41][O:42][C:43](=[O:44])[CH3:45].[I:33][CH3:34].[K+:31].[K+:32]>>[CH2:1]([c:2]1[cH:3][cH:4][cH:5][cH:6][cH:7]1)[n:8]1[cH:9][n:10][c:11]2[n:12]([CH2:19][O:20][C:21]([C:22]([CH3:23])([CH3:24])[CH3:25])=[O:26])[c:13](=[O:18])[n:14]([CH3:27])[c:15](=[O:17])[c:16]12. Reaction SMILES: [CH2:1]([CH3:2])[O:3][C:4](=[O:5])[C:6]1([S:28](=[O:29])(=[O:30])[c:31]2[cH:32][cH:33][c:34]([O:37][CH3:38])[cH:35][cH:36]2)[CH2:7][CH2:8][N:9]([CH2:12][c:13]2[cH:14][cH:15][c:16]([O:19][CH2:20][CH2:21][N:22]3[CH2:23][CH2:24][CH2:25][CH2:26][CH2:27]3)[cH:17][cH:18]2)[CH2:10][CH2:11]1.[CH2:39]1[O:40][CH2:41][CH2:42][CH2:43]1.[CH3:44][OH:45].[Na+:47].[OH-:46]>>[O:3]=[C:4]([OH:5])[C:6]1([S:28](=[O:29])(=[O:30])[c:31]2[cH:32][cH:33][c:34]([O:37][CH3:38])[cH:35][cH:36]2)[CH2:7][CH2:8][N:9]([CH2:12][c:13]2[cH:14][cH:15][c:16]([O:19][CH2:20][CH2:21][N:22]3[CH2:23][CH2:24][CH2:25][CH2:26][CH2:27]3)[cH:17][cH:18]2)[CH2:10][CH2:11]1. Starting materials: CCOC(=O)C1(S(=O)(=O)c2ccc(OC)cc2)CCN(Cc2ccc(OCCN3CCCCC3)cc2)CC1, C1CCOC1, CO, [Na+], [OH-]. The product is COc1ccc(S(=O)(=O)C2(C(=O)O)CCN(Cc3ccc(OCCN4CCCCC4)cc3)CC2)cc1. Starting materials: COC(CCCC1=CC=C(C=C1)OCCBr)=O (4-(4-(2-bromoethoxy)phenyl)butanoic acid methyl ester), C(CCC)NC1=NC=CC=C1 (N-butylpyridine-2-amine), [OH-].[Na+] (sodium hydroxide), [I-].[K+] (potassium iodide), COC(CCCC1=CC=C(C=C1)OCCN(C1=NC=CC=C1)C(C)CC)=O (4-{4-[2-(2-butyl(pyridin-2-yl)amino)ethoxy]phenyl}butanoic acid methyl ester), C(CCC)NC1=NC=CC=C1 (N-butylpyridine-2-amine). Solvent: O1CCCC1 (tetrahydrofuran), CO (methanol), O1CCCC1 (tetrahydrofuran), C(C)(=O)OCC (Ethyl acetate), C(C)N(CC)CC (triethylamine). Run at time 8 hour. Product: C(CCC)C1=NC=CC=C1NCCOC1=CC=C(C=C1)CCCC(=O)O (4-{4-[2-(2-butylpyridinylamino)ethoxy]phenyl}butanoic acid). Yield: 11.0%. Reaction SMILES: CO[C:3](=O)[CH2:4][CH2:5][CH2:6]C1C=CC(OCCBr)=CC=1.C(N[C:23]1[CH:28]=[CH:27][CH:26]=[CH:25][N:24]=1)CCC.[I-].[K+].C[O:32][C:33](=[O:57])[CH2:34][CH2:35][CH2:36][C:37]1[CH:42]=[CH:41][C:40]([O:43][CH2:44][CH2:45][N:46](C(CC)C)C2C=CC=CN=2)=[CH:39][CH:38]=1.[OH-].[Na+]>O1CCCC1.CO.C(OCC)(=O)C.C(N(CC)CC)C>[CH2:3]([C:23]1[C:28]([NH:46][CH2:45][CH2:44][O:43][C:40]2[CH:39]=[CH:38][C:37]([CH2:36][CH2:35][CH2:34][C:33]([OH:57])=[O:32])=[CH:42][CH:41]=2)=[CH:27][CH:26]=[CH:25][N:24]=1)[CH2:4][CH2:5][CH3:6] |f:2.3,5.6|. Procedure details: 4-(4-(2-bromoethoxy)phenyl)butanoic acid methyl ester (3) (956 mg) from Step 3, and N-butylpyridine-2-amine (4) (1.4 g) from Step 4, were dissolved in tetrahydrofuran (6 mL), then triethylamine (0.88 mL) and potassium iodide (530 mg) were added, and refluxed overnight by heating. Ethyl acetate (100 mL) was added to the reaction solution, and the organic layer was washed with water (100 mL) and saturated sodium chloride solution (50 mL). After drying on anhydrous sodium sulfate, filtration and va... Starting materials: CC(C)N(NC(=O)c1ccccc1)C(=O)COc1cc(F)c(F)cc1Br, O=C([O-])[O-], CCc1ccccc1B(O)O, COCCOC, [Na+], [Na+]. As a reaction SMILES: [Br:1][c:2]1[c:3]([O:4][CH2:5][C:6](=[O:7])[N:8]([NH:9][C:10]([c:11]2[cH:12][cH:13][cH:14][cH:15][cH:16]2)=[O:17])[CH:18]([CH3:19])[CH3:20])[cH:21][c:22]([F:26])[c:23]([F:25])[cH:24]1.[C:27](=[O:28])([O-:29])[O-:30].[CH2:33]([CH3:34])[c:35]1[c:36]([B:41]([OH:42])[OH:43])[cH:37][cH:38][cH:39][cH:40]1.[CH3:44][O:45][CH2:46][CH2:47][O:48][CH3:49].[Na+:31].[Na+:32]>>[c:2]1(-[c:36]2[c:35]([CH2:33][CH3:34])[cH:40][cH:39][cH:38][cH:37]2)[c:3]([O:4][CH2:5][C:6](=[O:7])[N:8]([NH:9][C:10]([c:11]2[cH:12][cH:13][cH:14][cH:15][cH:16]2)=[O:17])[CH:18]([CH3:19])[CH3:20])[cH:21][c:22]([F:26])[c:23]([F:25])[cH:24]1. Yields the product CCc1ccccc1-c1cc(F)c(F)cc1OCC(=O)N(NC(=O)c1ccccc1)C(C)C. Reactants: OC1CCC1, O=C(CNC(=O)c1cccc(C(F)(F)F)c1)NC1CN(C2CCC(O)(c3ccc(F)nc3)CC2)C1. Yields the product O=C(CNC(=O)c1cccc(C(F)(F)F)c1)NC1CN(C2CCC(O)(c3ccc(OC4CCC4)nc3)CC2)C1. As a reaction SMILES: [CH:36]1([OH:40])[CH2:37][CH2:38][CH2:39]1.[F:1][c:2]1[cH:3][cH:4][c:5]([C:8]2([OH:35])[CH2:9][CH2:10][CH:11]([N:14]3[CH2:15][CH:16]([NH:18][C:19](=[O:20])[CH2:21][NH:22][C:23]([c:24]4[cH:25][c:26]([C:30]([F:31])([F:32])[F:33])[cH:27][cH:28][cH:29]4)=[O:34])[CH2:17]3)[CH2:12][CH2:13]2)[cH:6][n:7]1>>[c:2]1([O:40][CH:36]2[CH2:37][CH2:38][CH2:39]2)[cH:3][cH:4][c:5]([C:8]2([OH:35])[CH2:9][CH2:10][CH:11]([N:14]3[CH2:15][CH:16]([NH:18][C:19](=[O:20])[CH2:21][NH:22][C:23]([c:24]4[cH:25][c:26]([C:30]([F:31])([F:32])[F:33])[cH:27][cH:28][cH:29]4)=[O:34])[CH2:17]3)[CH2:12][CH2:13]2)[cH:6][n:7]1.